From a dataset of the Open Reaction Database (ORD), a public repository of structured organic reaction records. describe an organic reaction: reactants, conditions, products, and yield The product is FC(C(=O)N[C@H]1CC(C2=CC=C(C=C12)OC)=C)(F)F ((S)-2,2,2-trifluoro-N-(6-methoxy-3-methylene-2,3-dihydro-1H-inden-1-yl)-acetamide). RXN SMILES: [CH3:1]C(C)([O-])C.[K+].[F:7][C:8]([F:25])([F:24])[C:9]([NH:11][C@@H:12]1[C:20]2[C:15](=[CH:16][CH:17]=[C:18]([O:21][CH3:22])[CH:19]=2)[C:14](=O)[CH2:13]1)=[O:10].O>[Br-].C[P+](C1C=CC=CC=1)(C1C=CC=CC=1)C1C=CC=CC=1.C1COCC1>[F:7][C:8]([F:25])([F:24])[C:9]([NH:11][C@@H:12]1[C:20]2[C:15](=[CH:16][CH:17]=[C:18]([O:21][CH3:22])[CH:19]=2)[C:14](=[CH2:1])[CH2:13]1)=[O:10] |f:0.1,4.5|. The reagents and catalysts are [Br-].C[P+](C1=CC=CC=C1)(C1=CC=CC=C1)C1=CC=CC=C1 (methyltriphenylphosphonium bromide). Solvent: C1CCOC1 (THF), C1CCOC1 (THF). Reactants: FC(C(=O)N[C@H]1CC(C2=CC=C(C=C12)OC)=O)(F)F ((S)-2,2,2-trifluoro-N-(6-methoxy-3-oxo-2,3-dihydro-1H-inden-1-yl)acetamide), ( 2 ), CC(C)([O-])C.[K+] (potassium t-butoxide), O (Water). The yield is 92.7%. Conditions: time 30 minute. Procedure: Step AF (2): To a solution of methyltriphenylphosphonium bromide (1.6 g) in THF (5 mL) was added potassium t-butoxide (700 mg), and the mixture was stirred at rt for 30 min to form a deep yellow solution. A solution of (S)-2,2,2-trifluoro-N-(6-methoxy-3-oxo-2,3-dihydro-1H-inden-1-yl)acetamide (500 mg) in THF (2 mL) was added, and the reaction was continued for 40 min. Water was added, the aqueous layer was extracted with EtOAc (×3), and the combined organic layers were washed with brine, dried o... Reactants: IC(=C(F)F)F (iodotrifluoroethylene), IC1=CC=C(C=C1)C1=CC=C(C=C1)I (diiodobiphenyl). Reagents/catalysts: [Zn] (zinc), C1(=CC=CC=C1)P(C1=CC=CC=C1)C1=CC=CC=C1.C1(=CC=CC=C1)P(C1=CC=CC=C1)C1=CC=CC=C1.C1(=CC=CC=C1)P(C1=CC=CC=C1)C1=CC=CC=C1.C1(=CC=CC=C1)P(C1=CC=CC=C1)C1=CC=CC=C1.[Pd] (palladium tetrakis(triphenylphosphine)). Run in C1CCOC1 (THF). Conditions: time 24 hour. The product is FC(=C(F)F)C1=CC=C(C=C1)C1=CC=C(C=C1)C(=C(F)F)F (4,4'-BIS(TRIFLUOROVINYL)BIPHENYL). RXN SMILES: I[C:2]1[CH:7]=[CH:6][C:5]([C:8]2[CH:13]=[CH:12][C:11](I)=[CH:10][CH:9]=2)=[CH:4][CH:3]=1.I[C:16]([F:20])=[C:17]([F:19])[F:18]>C1COCC1.C1(P(C2C=CC=CC=2)C2C=CC=CC=2)C=CC=CC=1.C1(P(C2C=CC=CC=2)C2C=CC=CC=2)C=CC=CC=1.C1(P(C2C=CC=CC=2)C2C=CC=CC=2)C=CC=CC=1.C1(P(C2C=CC=CC=2)C2C=CC=CC=2)C=CC=CC=1.[Pd].[Zn]>[F:20][C:16]([C:2]1[CH:7]=[CH:6][C:5]([C:8]2[CH:13]=[CH:12][C:11]([C:16]([F:20])=[C:17]([F:19])[F:18])=[CH:10][CH:9]=2)=[CH:4][CH:3]=1)=[C:17]([F:19])[F:18] |f:3.4.5.6.7|. Procedure: After 24 hours, a GC/MS of the mixture allows identification of all the reaction components. After 72 hours, the reaction seems to stop proceeding while excess diiodobiphenyl remains another; batch of iodotrifluoroethylene (25.0 g, 0.12 mole) is reacted with zinc in THF and added to the reaction mixture along with 1.0 g of palladium tetrakis(triphenylphosphine) catalyst. The reaction is allowed to stir an additional 12 hours, then is removed and evaporated to dryness under high vacuum on a rotar... Reactants: C1(=CC=CC=C1)C1=C(C=CC(=N1)C=O)C1=CC=C(C=C1)C (6-phenyl-5-p-tolylpyridine-2-carbaldehyde), [BH3-]C#N.[Na+] (NaCNBH3), C1(=CC=CC=C1)C1=C(C=CC(=N1)C=O)C1=CC=C(C=C1)C (6-phenyl-5-p-tolylpyridine-2-carbaldehyde), NCCCP(O)(O)=O ((3-aminopropyl)-phosphonic acid). The solvent is CO (MeOH), CO (MeOH). The product is C1(=CC=CC=C1)C1=C(C=CC(=N1)CNCCCP(O)(O)=O)C1=CC=C(C=C1)C ({3-[(6-Phenyl-5-p-tolylpyridin-2-ylmethyl)-amino]-propyl}-phosphonic Acid). As a reaction SMILES: [C:1]1([C:7]2[N:12]=[C:11]([CH:13]=O)[CH:10]=[CH:9][C:8]=2[C:15]2[CH:20]=[CH:19][C:18]([CH3:21])=[CH:17][CH:16]=2)[CH:6]=[CH:5][CH:4]=[CH:3][CH:2]=1.[NH2:22][CH2:23][CH2:24][CH2:25][P:26](=[O:29])([OH:28])[OH:27].[BH3-]C#N.[Na+]>CO>[C:1]1([C:7]2[N:12]=[C:11]([CH2:13][NH:22][CH2:23][CH2:24][CH2:25][P:26](=[O:27])([OH:29])[OH:28])[CH:10]=[CH:9][C:8]=2[C:15]2[CH:20]=[CH:19][C:18]([CH3:21])=[CH:17][CH:16]=2)[CH:6]=[CH:5][CH:4]=[CH:3][CH:2]=1 |f:2.3|. Reported procedure: Following General Procedure M, 6-phenyl-5-p-tolylpyridine-2-carbaldehyde (Compound 55, 67 mg, 0.25 mmol), (3-aminopropyl)-phosphonic acid (34 mg, 0.25 mmol), Bu4NOH (0.2 ml, 0.25 mmol, 1 M in MeOH) and NaCNBH3 (15 mg, 0.25 mmol) in MeOH (3 ml) were reacted to produce the title compound as a white solid.